Dataset: the Open Reaction Database (ORD), a public repository of structured organic reaction records. Task: describe an organic reaction: reactants, conditions, products, and yield The reactants are C(C)(C)(C)OC(=O)N1[C@H](CCC1)COC=1C(=NC=CC1)C(=O)O ((R)-3-((1-(tert-butoxycarbonyl)pyrrolidin-2-yl)methoxy)picolinic acid), O1C(=NC=C1)N (oxazol-2-amine), [Cl-].[NH4+] (ammonium chloride). The product is O1C(=NC=C1)NC(=O)C1=NC=CC=C1OC[C@@H]1N(CCC1)C(=O)OC(C)(C)C ((R)-tert-butyl 2-((2-(oxazol-2-ylcarbamoyl)pyridin-3-yloxy)methyl)pyrrolidine-1-carboxylate). Reaction SMILES: [C:1]([O:5][C:6]([N:8]1[CH2:12][CH2:11][CH2:10][C@@H:9]1[CH2:13][O:14][C:15]1[C:16]([C:21]([OH:23])=O)=[N:17][CH:18]=[CH:19][CH:20]=1)=[O:7])([CH3:4])([CH3:3])[CH3:2].[O:24]1[CH:28]=[CH:27][N:26]=[C:25]1[NH2:29].[Cl-].[NH4+]>>[O:24]1[CH:28]=[CH:27][N:26]=[C:25]1[NH:29][C:21]([C:16]1[C:15]([O:14][CH2:13][C@H:9]2[CH2:10][CH2:11][CH2:12][N:8]2[C:6]([O:5][C:1]([CH3:2])([CH3:3])[CH3:4])=[O:7])=[CH:20][CH:19]=[CH:18][N:17]=1)=[O:23] |f:2.3|. Reported procedure: The title compound was prepared according to the procedure described in Step 5 of EXAMPLE 31 using (R)-3-((1-(tert-butoxycarbonyl)pyrrolidin-2-yl)methoxy)picolinic acid (EXAMPLE 33 Step 2) and oxazol-2-amine instead of 5-methoxy-3-(((R)-1-(trans-4-(trifluoromethyl)cyclohexanecarbonyl)pyrrolidin-2-yl)methoxy)picolinic acid and ammonium chloride. Starting materials: C(CCCCC)C=1C=C(C=CC1)C1=NC(=C(N1C)C(=O)N1CCC(CC1)N1CCCC1)I ([2-(3-Hexyl-phenyl)-5-iodo-3-methyl-3H-imidazol-4-yl]-(4-pyrrolidin-1-yl-piperidin-1-yl)-methanone), N1=CN=CC(=C1)B(O)O (pyrimidine-5-yl-boronic acid). Yields the product C(CCCCC)C=1C=C(C=CC1)C1=NC(=C(N1C)C(=O)N1CCC(CC1)N1CCCC1)C=1C=NC=NC1 ([2-(3-Hexyl-phenyl)-3-methyl-5-pyrimidin-5-yl-3H-imidazol-4-yl]-(4-pyrrolidin-1-yl-piperidin-1-yl)-methanone). RXN SMILES: [CH2:1]([C:7]1[CH:8]=[C:9]([C:13]2[N:17]([CH3:18])[C:16]([C:19]([N:21]3[CH2:26][CH2:25][CH:24]([N:27]4[CH2:31][CH2:30][CH2:29][CH2:28]4)[CH2:23][CH2:22]3)=[O:20])=[C:15](I)[N:14]=2)[CH:10]=[CH:11][CH:12]=1)[CH2:2][CH2:3][CH2:4][CH2:5][CH3:6].[N:33]1[CH:38]=[C:37](B(O)O)[CH:36]=[N:35][CH:34]=1>>[CH2:1]([C:7]1[CH:8]=[C:9]([C:13]2[N:17]([CH3:18])[C:16]([C:19]([N:21]3[CH2:26][CH2:25][CH:24]([N:27]4[CH2:31][CH2:30][CH2:29][CH2:28]4)[CH2:23][CH2:22]3)=[O:20])=[C:15]([C:37]3[CH:38]=[N:33][CH:34]=[N:35][CH:36]=3)[N:14]=2)[CH:10]=[CH:11][CH:12]=1)[CH2:2][CH2:3][CH2:4][CH2:5][CH3:6]. Procedure: In analogy to the procedure described for example 7, [2-(3-hexyl-phenyl)-5-iodo-3-methyl-3H-imidazol-4-yl]-(4-pyrrolidin-1-yl-piperidin-1-yl)-methanone (example 2) was reacted with pyrimidine-5-yl-boronic acid to give the title compound as light yellow oil. MS: 501.3 (MH+). Reactants: [OH-].[Na+] (sodium hydroxide), O=C1N(C2C=CC1C2)C(=O)OC(C)(C)C (3-oxo-2-azabicyclo[2.2.1]hept-5-ene-2-carboxylic acid, 1,1-dimethylethyl ester), C(=O)(OC(C)(C)C)OC(=O)OC(C)(C)C (Di-tert-butyl dicarbonate), C12NC(C(C=C1)C2)=O (racemic 2-aza bicyclo[2.2.1]hept-5-ene-3-one), C(=O)=O (carbon dioxide). Reagents/catalysts: CN(C1=CC=NC=C1)C (4-dimethylaminopyridine). Run in O (water), O1CCCC1 (tetrahydrofuran). Run at temperature 40 celsius. Product: CC(C)(OC(=O)N[C@H]1C=C[C@H](C1)C(=O)O)C (Racemic cis-4-[[(1,1-Dimethylethoxy)carbonyl]amino]-2-cyclopentene-1-carboxylic acid). As a reaction SMILES: C(OC(OC(C)(C)C)=O)(OC(C)(C)C)=[O:2].C12CC(C=C1)C(=O)N2.C(=O)=O.[OH-].[Na+].[O:29]=[C:30]1[CH:35]2[CH2:36][CH:32]([CH:33]=[CH:34]2)[N:31]1[C:37]([O:39][C:40]([CH3:43])([CH3:42])[CH3:41])=[O:38]>O1CCCC1.CN(C)C1C=CN=CC=1.O>[CH3:41][C:40]([CH3:43])([O:39][C:37]([NH:31][C@@H:32]1[CH2:36][C@H:35]([C:30]([OH:2])=[O:29])[CH:34]=[CH:33]1)=[O:38])[CH3:42] |f:3.4|. Procedure: Di-tert-butyl dicarbonate (968 g) was added to a stirred solution of racemic 2-aza bicyclo[2.2.1]hept-5-ene-3-one (1)(440 g) in tetrahydrofuran (THF)(1800 ml). A catalytic amount of 4-dimethylaminopyridine (DMAP)(4.9 g) was added as a single bolus and the solution stirred at ca 25-30° C. until the evolution of carbon dioxide had ceased. A solution of sodium hydroxide (177.4 g) in water (4400 ml) was added to the thus formed 3-oxo-2-azabicyclo[2.2.1]hept-5-ene-2-carboxylic acid, 1,1-dimethylethyl...